Dataset: the Open Reaction Database (ORD), a public repository of structured organic reaction records. Task: describe an organic reaction: reactants, conditions, products, and yield Reactants: C(C=C)Br (Allylbromide), [Cl-].[NH4+] (ammonium chloride), ethylene acetal, BrC=1C=C(C=O)C=CC1 (3-bromobenzaldehyde), Grignard reagent, [Mg] (magnesium), Cuprous bromide. The solvent is C1CCOC1 (THF), C(=O)=O (cardice), C1CCOC1 (THF). Run at time 8 hour. The product is ethylene acetal, C(C=C)C=1C=C(C=O)C=CC1 (3-allylbenzaldehyde). The yield is 101.3%. Reaction SMILES: Br[C:2]1[CH:3]=[C:4]([CH:7]=[CH:8][CH:9]=1)[CH:5]=[O:6].[Mg].[CH2:11](Br)[CH:12]=[CH2:13].[Cl-].[NH4+]>C1COCC1.C(=O)=O>[CH2:13]([C:2]1[CH:3]=[C:4]([CH:7]=[CH:8][CH:9]=1)[CH:5]=[O:6])[CH:12]=[CH2:11] |f:3.4|. Procedure details: The ethylene acetal of 3-bromobenzaldehyde (10 g) is converted into the Grignard reagent by reaction with magnesium (1.13 g) in dry THF (ca. 250 ml). Cuprous bromide (0.9 g) is added and the mixture is cooled in cardice. Allylbromide (8.52 g) in dry THF is then added and the mixture is stirred overnight following which saturated ammonium chloride is added, the mixture is extracted with diethyl ether (3 times), the ether extract is washed, dried and the solvent evaporated to yield the crude ethyl... Yield: 78.9%. Starting materials: C(C)(=O)OC(C)=O (acetic anhydride), CNCC1(CCCCC1)N(C)C (1-methylaminomethylcyclohexyldimethylamine), mixture. Procedure: Formic acid (6.9 g. 0.15 mole) and acetic anhydride (15.3 g, 0.15 mole) were mixed without cooling and kept at room temperature for 1 hr. 1-methylaminomethylcyclohexyldimethylamine (5.9 g, 0.034 mole) was dissolved in formic acid (12 ml) and the formylating mixture (16 ml) added slowly. This produced vigorous effervesence and a temperature rise to 75°. The mixture was then left at room temperature for 2 hr. and then heated on a water bath at 55° for 0.75 hr. The solvents were removed under reduc... The solvent is C(=O)O (Formic acid), C(=O)O (formic acid). RXN SMILES: C(O[C:5](=[O:7])C)(=O)C.[CH3:8][NH:9][CH2:10][C:11]1([N:17]([CH3:19])[CH3:18])[CH2:16][CH2:15][CH2:14][CH2:13][CH2:12]1>C(O)=O>[CH:5]([N:9]([CH3:8])[CH2:10][C:11]1([N:17]([CH3:19])[CH3:18])[CH2:16][CH2:15][CH2:14][CH2:13][CH2:12]1)=[O:7]. Product: C(=O)N(CC1(CCCCC1)N(C)C)C (1-(N-Formyl-1-methylaminomethyl)cyclohexyldimethylamine). Reaction conditions: time 1 hour. Reactants: C1CCOC1, CCCCCCCN, CS(=O)(=O)Cl, Cl. The product is CCCCCCCNS(C)(=O)=O. Reaction SMILES: [CH2:15]1[O:16][CH2:17][CH2:18][CH2:19]1.[CH2:1]([CH2:2][CH2:3][CH2:4][CH2:5][CH2:6][CH3:7])[NH2:8].[CH3:9][S:10]([Cl:11])(=[O:12])=[O:13].[ClH:14]>>[CH2:1]([CH2:2][CH2:3][CH2:4][CH2:5][CH2:6][CH3:7])[NH:8][S:10]([CH3:9])(=[O:12])=[O:13]. The reactants are O.C1(=CC=C(C=C1)S(=O)(=O)O)C (4-toluenesulfonic acid monohydrate), C(C(=O)C1=CC=CC=C1)Br (phenacyl bromide), O=C(CC(=O)OC)CC (methyl 3-oxopentanoate), 1,8-azabicyclo[5.4.0]-7-undecene. Run in C1(=CC=CC=C1)C (toluene), C1(=CC=CC=C1)C (toluene). Run at time 30 minute. Product: C(C)C=1OC(=CC1C(=O)OC)C1=CC=CC=C1 (methyl 2-ethyl-5-phenylfuran-3-carboxylate). Yield: 58.3%. As a reaction SMILES: [CH2:1](Br)[C:2]([C:4]1[CH:9]=[CH:8][CH:7]=[CH:6][CH:5]=1)=[O:3].O=[C:12]([CH2:18][CH3:19])[CH2:13][C:14]([O:16][CH3:17])=[O:15].O.C1(C)C=CC(S(O)(=O)=O)=CC=1>C1(C)C=CC=CC=1>[CH2:18]([C:12]1[O:3][C:2]([C:4]2[CH:9]=[CH:8][CH:7]=[CH:6][CH:5]=2)=[CH:1][C:13]=1[C:14]([O:16][CH3:17])=[O:15])[CH3:19] |f:2.3|. Procedure: To a solution of phenacyl bromide (10 g) and methyl 3-oxopentanoate (6.5 g) in toluene (100 mL) was added dropwise 1,8-azabicyclo[5.4.0]-7-undecene (7.5 mL) over 30 min or more under ice-cooling. After the completion of the dropwise addition, the mixture was stirred for 30 min under ice-cooling and then at room temperature for 2 hr. The resulting precipitate was filtered, and washed with toluene. The obtained toluene solution was passed through silica gel, and the silica gel was washed with ethy... The reactants are C(C)(=S)NC1=CC=CC=C1 (thioacetanilide), C(C1=CC=CC=C1)(=O)NN (benzoylhydrazine), C(CCC)O (1-butanol), 100W. The solvent is O (water). Yields the product CC1=NN=C(N1C1=CC=CC=C1)C1=CC=CC=C1 (3-methyl-4,5-diphenyl-4H-1,2,4-triazole). Isolated yield 18.0%. RXN SMILES: [C:1]([NH:4][C:5]1[CH:10]=[CH:9][CH:8]=[CH:7][CH:6]=1)(=S)[CH3:2].[C:11]([NH:19][NH2:20])(=O)[C:12]1[CH:17]=[CH:16][CH:15]=[CH:14][CH:13]=1.C(O)CCC>O>[CH3:2][C:1]1[N:4]([C:5]2[CH:10]=[CH:9][CH:8]=[CH:7][CH:6]=2)[C:11]([C:12]2[CH:17]=[CH:16][CH:15]=[CH:14][CH:13]=2)=[N:19][N:20]=1. Reported procedure: First, 5.04 g of thioacetanilide, 5.44 g of benzoylhydrazine, and 50 mL of 1-butanol were put into a round-bottom flask provided with a reflux pipe, and the air in the flask was replaced with argon. This reaction container was irradiated with microwaves (2.45 GHz, 100W) for 2 hours and 45 minutes to be heated. Then, water was added to this solution and the organic layer was extracted with dichloromethane. The obtained organic layer was washed with water and dried over magnesium sulfate. The solu...